Task: describe an organic reaction: reactants, conditions, products, and yield. Dataset: the Open Reaction Database (ORD), a public repository of structured organic reaction records Reactants: C(C)(=O)SC(C(=O)O)CC1=CC=C(C=C1)Cl (2-acetylthio-3-(para-chlorophenyl)propanoic acid), COC([C@H]1N(C(CC1)C1=C(C=CC=C1)O)C(CN)=O)=O (N-glycyl-5-(ortho-hydroxyphenyl)proline methyl ester). Solvent: CCCCCC.C(C)(=O)OCC (n-hexane ethyl acetate). The product is COC([C@H]1N(C(CC1)C1=C(C=CC=C1)O)C(CNC(C(CC1=CC=C(C=C1)Cl)SC(C)=O)=O)=O)=O (N-[N-[2-Acetylthio-3-(para-chlorophenyl)propanoyl]glycyl]-5-(ortho-hydroxyphenyl)proline methyl ester). The yield is 53.0%. RXN SMILES: [C:1]([S:4][CH:5]([CH2:9][C:10]1[CH:15]=[CH:14][C:13]([Cl:16])=[CH:12][CH:11]=1)[C:6]([OH:8])=O)(=[O:3])[CH3:2].[CH3:17][O:18][C:19](=[O:36])[C@@H:20]1[CH2:24][CH2:23][CH:22]([C:25]2[CH:30]=[CH:29][CH:28]=[CH:27][C:26]=2[OH:31])[N:21]1[C:32](=[O:35])[CH2:33][NH2:34]>CCCCCC.C(OCC)(=O)C>[CH3:17][O:18][C:19](=[O:36])[C@@H:20]1[CH2:24][CH2:23][CH:22]([C:25]2[CH:30]=[CH:29][CH:28]=[CH:27][C:26]=2[OH:31])[N:21]1[C:32](=[O:35])[CH2:33][NH:34][C:6](=[O:8])[CH:5]([S:4][C:1](=[O:3])[CH3:2])[CH2:9][C:10]1[CH:15]=[CH:14][C:13]([Cl:16])=[CH:12][CH:11]=1 |f:2.3|. Reported procedure: Condensation of 2-acetylthio-3-(para-chlorophenyl)propanoic acid with N-glycyl-5-(ortho-hydroxyphenyl)proline methyl ester, obtained in accordance with the same protocols as those described in Preparation G, yields the expected product in the form of an oil after chromatography in an n-hexane/ethyl acetate mixture, 1:1. The reactants are O=C(O)c1nc(I)c2cc(Cc3ccc(F)cc3)cnc2c1OCc1ccccc1, CCN=C=NCCCN(C)C, COCCN, ClCCl, Cl, Cl, On1nnc2ccccc21. The product is COCCNC(=O)c1nc(I)c2cc(Cc3ccc(F)cc3)cnc2c1OCc1ccccc1. Reaction SMILES: [CH2:1]([c:2]1[cH:3][cH:4][cH:5][cH:6][cH:7]1)[O:8][c:9]1[c:10]([C:28](=[O:29])[OH:30])[n:11][c:12]([I:27])[c:13]2[cH:14][c:15]([CH2:19][c:20]3[cH:21][cH:22][c:23]([F:26])[cH:24][cH:25]3)[cH:16][n:17][c:18]12.[CH2:47]([N:48]=[C:49]=[N:50][CH2:51][CH2:52][CH2:53][N:54]([CH3:55])[CH3:56])[CH3:57].[CH3:41][O:42][CH2:43][CH2:44][NH2:45].[Cl:59][CH2:60][Cl:61].[ClH:46].[ClH:58].[OH:31][n:32]1[c:33]2[cH:34][cH:35][cH:36][cH:37][c:38]2[n:39][n:40]1>>[CH2:1]([c:2]1[cH:3][cH:4][cH:5][cH:6][cH:7]1)[O:8][c:9]1[c:10]([C:28](=[O:30])[NH:45][CH2:44][CH2:43][O:42][CH3:41])[n:11][c:12]([I:27])[c:13]2[cH:14][c:15]([CH2:19][c:20]3[cH:21][cH:22][c:23]([F:26])[cH:24][cH:25]3)[cH:16][n:17][c:18]12. Reactants: CCCC[N+](CCCC)(CCCC)CCCC, C1CCOC1, C=COC(=O)N1CC2CC3C4CC(F)C5=CC(=O)C=CC5(C)C4(F)C(O)CC3(C)C2(C(=O)COS(C)(=O)=O)C1, [F-], [F-], [K+]. The product is C=COC(=O)N1CC2CC3C4CC(F)C5=CC(=O)C=CC5(C)C4(F)C(O)CC3(C)C2(C(=O)CF)C1. As a reaction SMILES: [CH2:41]([N+:42]([CH2:43][CH2:44][CH2:45][CH3:46])([CH2:47][CH2:48][CH2:49][CH3:50])[CH2:51][CH2:52][CH2:53][CH3:54])[CH2:55][CH2:56][CH3:57].[CH2:60]1[O:61][CH2:62][CH2:63][CH2:64]1.[CH:1](=[CH2:2])[O:3][C:4](=[O:5])[N:6]1[CH2:7][CH:8]2[CH2:9][CH:10]3[C:11]([CH3:39])([CH2:12][CH:13]([OH:28])[C:14]4([F:27])[C:15]5([CH3:26])[CH:16]=[CH:17][C:18](=[O:25])[CH:19]=[C:20]5[CH:21]([F:24])[CH2:22][CH:23]34)[C:29]2([C:31]([CH2:32][O:33][S:34]([CH3:35])(=[O:36])=[O:37])=[O:38])[CH2:30]1.[F-:40].[F-:58].[K+:59]>>[CH:1](=[CH2:2])[O:3][C:4](=[O:5])[N:6]1[CH2:7][CH:8]2[CH2:9][CH:10]3[C:11]([CH3:39])([CH2:12][CH:13]([OH:28])[C:14]4([F:27])[C:15]5([CH3:26])[CH:16]=[CH:17][C:18](=[O:25])[CH:19]=[C:20]5[CH:21]([F:24])[CH2:22][CH:23]34)[C:29]2([C:31]([CH2:32][F:40])=[O:38])[CH2:30]1. Reactants: FC(F)(F)C(F)(CCCCCCBr)C(F)(F)F, CCO, CC(=O)O, [K+], N#C[S-]. Yields the product N#CSCCCCCCC(F)(C(F)(F)F)C(F)(F)F. As a reaction SMILES: [Br:9][CH2:10][CH2:11][CH2:12][CH2:13][CH2:14][CH2:15][C:16]([C:17]([F:18])([F:19])[F:20])([C:21]([F:22])([F:23])[F:24])[F:25].[CH3:26][CH2:27][OH:28].[CH3:5][C:6](=[O:7])[OH:8].[K+:1].[S-:2][C:3]#[N:4]>>[S:2]([C:3]#[N:4])[CH2:10][CH2:11][CH2:12][CH2:13][CH2:14][CH2:15][C:16]([C:17]([F:18])([F:19])[F:20])([C:21]([F:22])([F:23])[F:24])[F:25]. Starting materials: FC(C1=CC=CC(=N1)OC1=CC=C(C=O)C=C1)(F)F (4-((6-(trifluoromethyl)pyridin-2-yl)oxy)benzaldehyde), C1CCOC1 (THF), [H-].[Na+] (NaH). Reagents/catalysts: [Br-].C[P+](C1=CC=CC=C1)(C1=CC=CC=C1)C1=CC=CC=C1 (methyl(triphenyl)phosphonium bromide). Run at time 2 hour. The product is FC(C1=NC(=CC=C1)OC1=CC=C(C=C1)C=C)(F)F (2-(trifluoromethyl)-6-(4-vinylphenoxy)pyridine). Isolated yield 60.4%. As a reaction SMILES: [F:1][C:2]([F:19])([F:18])[C:3]1[N:8]=[C:7]([O:9][C:10]2[CH:17]=[CH:16][C:13]([CH:14]=O)=[CH:12][CH:11]=2)[CH:6]=[CH:5][CH:4]=1.[H-].[Na+].[CH2:22]1COCC1>[Br-].C[P+](C1C=CC=CC=1)(C1C=CC=CC=1)C1C=CC=CC=1>[F:1][C:2]([F:19])([F:18])[C:3]1[CH:4]=[CH:5][CH:6]=[C:7]([O:9][C:10]2[CH:17]=[CH:16][C:13]([CH:14]=[CH2:22])=[CH:12][CH:11]=2)[N:8]=1 |f:1.2,4.5|. Procedure details: To a stirred suspension of 4-((6-(trifluoromethyl)pyridin-2-yl)oxy)benzaldehyde (4 g, 14.97 mmol) and methyl(triphenyl)phosphonium bromide (5.35 g, 14.97 mmol) in dry THF (40 mL) was added NaH (2.096 g, 52.4 mmol) under nitrogen at 0° C. The mixture was stirred at room temperature for 2 h. The organic layer was washed three times with brine, dried over Na2SO4, filtered, and concentrated. Purification via flash chromatography afforded the title compound (2.4 g, 9.05 mmol, 60.4% yield) as a light ... Reactants: O=S1(N(CCCC1)C1=CC(=CC=2NC=NC21)C(=O)OC)=O (methyl 4-(1,1-dioxidotetrahydro-2H-1,2-thiazin-2-yl)-1H-benzimidazole-6-carboxylate), [H-].[Na+] (NaH), C(C)I (Ethyl iodide). Solvent: CN(C)C=O (DMF). Conditions: time 5 minute. The product is O=S1(N(CCCC1)C1=CC(=CC=2N(C=NC21)CC)C(=O)OC)=O (methyl 4-(1,1-dioxidotetrahydro-2H-1,2-thiazin-2-yl)-1-ethyl-1H-benzimidazole-6-carboxylate). Yield: 160.2%. As a reaction SMILES: [O:1]=[S:2]1(=[O:21])[CH2:7][CH2:6][CH2:5][CH2:4][N:3]1[C:8]1[C:16]2[N:15]=[CH:14][NH:13][C:12]=2[CH:11]=[C:10]([C:17]([O:19][CH3:20])=[O:18])[CH:9]=1.[H-].[Na+].[CH2:24](I)[CH3:25]>CN(C=O)C>[O:21]=[S:2]1(=[O:1])[CH2:7][CH2:6][CH2:5][CH2:4][N:3]1[C:8]1[C:16]2[N:15]=[CH:14][N:13]([CH2:24][CH3:25])[C:12]=2[CH:11]=[C:10]([C:17]([O:19][CH3:20])=[O:18])[CH:9]=1 |f:1.2|. Reported procedure: To a solution of methyl 4-(1,1-dioxidotetrahydro-2H-1,2-thiazin-2-yl)-1H-benzimidazole-6-carboxylate (D253) (230 mg, 0.74 mmol, 1 equiv) in DMF (10 ml) at room temperature was added NaH (60% dispersion in mineral oil, 33 mg, 0.82 mmol, 1.1 equiv) and the resulting mixture was stirred 5 min at this temperature. Ethyl iodide (66 μl, 0.82 mmol, 1.1 equiv) was added and the resulting solution was stirred for 30 min at 60° C. then cooled to room temperature and concentrated in vacuo. The residue was ... Reactants: CC1=CC(NC(=C1CC1=CC=CC=C1)C)=O (4,6-dimethyl-5-benzyl-1H-pyridin-2-one), BrBr (bromine), N#N (N2). Solvent: C(C)(=O)O (acetic acid). Conditions: time 1 hour. The product is CC1=C(C(NC(=C1CC1=CC=CC=C1)C)=O)Br (4,6-Dimethyl-3-bromo-5-benzyl-1H-pyridin-2-one). The yield is 104.3%. RXN SMILES: [CH3:1][C:2]1[C:7]([CH2:8][C:9]2[CH:14]=[CH:13][CH:12]=[CH:11][CH:10]=2)=[C:6]([CH3:15])[NH:5][C:4](=[O:16])[CH:3]=1.[Br:17]Br.N#N>C(O)(=O)C>[CH3:1][C:2]1[C:7]([CH2:8][C:9]2[CH:14]=[CH:13][CH:12]=[CH:11][CH:10]=2)=[C:6]([CH3:15])[NH:5][C:4](=[O:16])[C:3]=1[Br:17]. Procedure details: To a solution of 4,6-dimethyl-5-benzyl-1H-pyridin-2-one (2.21 g, 10.4 mmol) in anhydrous acetic acid (10 mL) was added bromine (3.3 g, 1.06 mL, 20.7 mL). It was stirred at room temperature for one hour. Then the reaction vessel was blew N2 to remove bromine and evaporation removed volatiles. The residue was partitioned between CH2Cl2/sat. NaHCO3/saline (100/50/50 mL). The organic layer was dried over Na2SO4 and evaporation gave the brominated compound as a yellow solid (3.17 g, 100%). 1H NMR (CD...